This data is from the Open Reaction Database (ORD), a public repository of structured organic reaction records. The task is: describe an organic reaction: reactants, conditions, products, and yield Reactants: lithium diallylcuprate, C(C=C)[Li] (allyllithium), ammonium chloride ammonium hydroxide-ether, [Li] (Lithium), C1=CC=CC2=CC=CC=C12 (naphthalene), CN(CCN(C)C)C (tetramethylethylenediamine), ICC#CCC (1-iodo-2-pentyne), C1(C=CCC1)=O (cyclopentenone), C1(=CC=CC=C1)OCC=C (allyl phenyl ether), C1=CC=CC2=CC=CC=C12 (naphthalene). Reagents/catalysts: [Cu](I)I (copper iodide). Solvent: O1CCCC1 (tetrahydrofuran), CO (methanol), O1CCCC1 (tetrahydrofuran), CN(P(=O)(N(C)C)N(C)C)C (hexamethylphosphoramide), O1CCCC1 (tetrahydrofuran), O1CCCC1 (tetrahydrofuran). Run at time 45 minute. The product is C(C=C)C1CC(CC1)=O (3-allylcyclopentanone). Yield: 57.0%. Reaction SMILES: [Li].[CH:2]1[C:11]2[C:6](=[CH:7][CH:8]=[CH:9][CH:10]=2)[CH:5]=CC=1.C1([O:18]CC=C)C=CC=CC=1.C([Li])C=C.C1(=O)CCC=C1.CN(C)CCN(C)C.ICC#CCC>O1CCCC1.CN(C)P(N(C)C)(N(C)C)=O.[Cu](I)I.CO>[CH2:10]([CH:9]1[CH2:8][CH2:7][C:6](=[O:18])[CH2:5]1)[CH:11]=[CH2:2] |^1:0|. Procedure: Lithium wire (2.1 g, 303 mmol) in small pieces in 26 ml of dry tetrahydrofuran containing a trace of naphthalene under argon was cooled to -15° and was treated with 3.32 g (24.8 mmol) of allyl phenyl ether in 14 ml of tetrahydrofuran containing a trace of naphthalene, with rapid stirring for 45 minutes. After an additional 1.25 hours at room temperature, 14.7 ml (ca. 6.6 mmol) of the allyllithium solution was added at -15° over 2 minutes to 635 mg (3.3 mmol) of copper iodide in 10 ml of tetrahyd... Starting materials: CC=1N=C(SC1C1=NC(=NC=C1)N1CCOCC1)NC(C)=O (N-[4-Methyl-5-(2-morpholin-4-yl-pyrimidin-4-yl)-thiazol-2-yl]-acetamide), Cl.C(C(C)C)(=N)N (isobutyramidine hydrochloride). Yields the product C(C)(C)C1=NC=CC(=N1)C1=C(N=C(S1)NC(C)=O)C (N-[5-(2-Isopropyl-pyrimidin-4-yl)-4-methyl-thiazol-2-yl]-acetamide). RXN SMILES: [CH3:1][C:2]1[N:3]=[C:4]([NH:19][C:20](=[O:22])[CH3:21])[S:5][C:6]=1[C:7]1[CH:12]=[CH:11][N:10]=[C:9](N2CCOCC2)[N:8]=1.Cl.[C:24](N)(=N)[CH:25](C)[CH3:26]>>[CH:25]([C:9]1[N:8]=[C:7]([C:6]2[S:5][C:4]([NH:19][C:20](=[O:22])[CH3:21])=[N:3][C:2]=2[CH3:1])[CH:12]=[CH:11][N:10]=1)([CH3:26])[CH3:24] |f:1.2|. Procedure: The titled compound is prepared by an analogous procedure to N-[4-Methyl-5-(2-morpholin-4-yl-pyrimidin-4-yl)-thiazol-2-yl]-acetamide (25e) by replacing morpholinoformamidine hydrobromide (part 25c) with isobutyramidine hydrochloride. Starting materials: CC#N, ClC(Cl)(Cl)Cl, OCC1CCCCO1, O. The product is O=C(O)C1CCCCO1. RXN SMILES: [CH3:15][C:16]#[N:17].[Cl:9][C:10]([Cl:11])([Cl:12])[Cl:13].[O:1]1[CH:2]([CH2:7][OH:8])[CH2:3][CH2:4][CH2:5][CH2:6]1.[OH2:14]>>[O:1]1[CH:2]([C:7](=[O:8])[OH:14])[CH2:3][CH2:4][CH2:5][CH2:6]1. Reactants: CI, Cc1ccccc1, CC(C)(CN1CCCC1)[N+](=O)[O-]. Yields the product CC(C)(C[N+]1(C)CCCC1)[N+](=O)[O-], [I-]. RXN SMILES: [CH3:13][I:14].[CH3:15][c:16]1[cH:17][cH:18][cH:19][cH:20][cH:21]1.[CH3:1][C:2]([CH2:3][N:4]1[CH2:5][CH2:6][CH2:7][CH2:8]1)([CH3:9])[N+:10](=[O:11])[O-:12]>>[CH3:1][C:2]([CH2:3][N+:4]1([CH3:13])[CH2:5][CH2:6][CH2:7][CH2:8]1)([CH3:9])[N+:10](=[O:11])[O-:12].[I-:14]. Starting materials: CC1(C)Oc2ccc(S(=O)(=O)c3ccccc3)cc2C2OC21, CS(C)=O, [H-], O=C1CCCN1, [Na+]. The product is CC1(C)Oc2ccc(S(=O)(=O)c3ccccc3)cc2C(N2CCCC2=O)C1O. As a reaction SMILES: [CH3:1][C:2]1([CH3:22])[CH:3]2[CH:4]([c:5]3[c:6]([cH:8][cH:9][c:10]([S:12](=[O:13])(=[O:14])[c:15]4[cH:16][cH:17][cH:18][cH:19][cH:20]4)[cH:11]3)[O:7]1)[O:21]2.[CH3:31][S:32]([CH3:33])=[O:34].[H-:24].[NH:25]1[C:26](=[O:30])[CH2:27][CH2:28][CH2:29]1.[Na+:23]>>[CH3:1][C:2]1([CH3:22])[CH:3]([OH:21])[CH:4]([N:25]2[C:26](=[O:30])[CH2:27][CH2:28][CH2:29]2)[c:5]2[c:6]([cH:8][cH:9][c:10]([S:12](=[O:13])(=[O:14])[c:15]3[cH:16][cH:17][cH:18][cH:19][cH:20]3)[cH:11]2)[O:7]1.